This data is from the Open Reaction Database (ORD), a public repository of structured organic reaction records. The task is: describe an organic reaction: reactants, conditions, products, and yield Starting materials: COC=O, Cl, [K+], [K+], O=C([O-])[O-], O, NNc1ccccc1. Product: O=CNNc1ccccc1. As a reaction SMILES: [CH:16]([O:17][CH3:18])=[O:19].[ClH:7].[K+:1].[K+:2].[O-:3][C:4](=[O:5])[O-:6].[OH2:20].[c:8]1([NH:14][NH2:15])[cH:9][cH:10][cH:11][cH:12][cH:13]1>>[CH:4](=[O:6])[NH:15][NH:14][c:8]1[cH:9][cH:10][cH:11][cH:12][cH:13]1.